This data is from the Open Reaction Database (ORD), a public repository of structured organic reaction records. The task is: describe an organic reaction: reactants, conditions, products, and yield The reactants are CC(C)(C)OC(=O)N1CCC(C=O)(C2CCCCC2)CC1, CC(=O)O[BH-](OC(C)=O)OC(C)=O, Cc1ccccc1, CCOC(C)=O, Nc1nccs1, [Na+]. Product: CC(C)(C)OC(=O)N1CCC(CNc2nccs2)(C2CCCCC2)CC1. Reaction SMILES: [C:1]([CH3:2])([CH3:3])([CH3:4])[O:5][C:6](=[O:7])[N:8]1[CH2:9][CH2:10][C:11]([CH:14]=[O:15])([CH:16]2[CH2:17][CH2:18][CH2:19][CH2:20][CH2:21]2)[CH2:12][CH2:13]1.[C:28]([O:29][BH-:30]([O:31][C:32](=[O:33])[CH3:34])[O:35][C:36](=[O:37])[CH3:38])(=[O:39])[CH3:40].[CH3:42][c:43]1[cH:44][cH:45][cH:46][cH:47][cH:48]1.[CH3:49][CH2:50][O:51][C:52](=[O:53])[CH3:54].[NH2:22][c:23]1[s:24][cH:25][cH:26][n:27]1.[Na+:41]>>[C:1]([CH3:2])([CH3:3])([CH3:4])[O:5][C:6](=[O:7])[N:8]1[CH2:9][CH2:10][C:11]([CH2:14][NH:22][c:23]2[s:24][cH:25][cH:26][n:27]2)([CH:16]2[CH2:17][CH2:18][CH2:19][CH2:20][CH2:21]2)[CH2:12][CH2:13]1. Reactants: O=Cc1cccc2ccccc12, CCOC(=O)CCl, C1CCOC1. The product is CCOC(=O)C1OC1c1cccc2ccccc12. Reaction SMILES: [CH:1](=[O:2])[c:3]1[cH:4][cH:5][cH:6][c:7]2[cH:8][cH:9][cH:10][cH:11][c:12]12.[Cl:13][CH2:14][C:15](=[O:16])[O:17][CH2:18][CH3:19].[O:20]1[CH2:21][CH2:22][CH2:23][CH2:24]1>>[CH:1]1([c:3]2[cH:4][cH:5][cH:6][c:7]3[cH:8][cH:9][cH:10][cH:11][c:12]23)[O:2][CH:14]1[C:15](=[O:16])[O:17][CH2:18][CH3:19].